Dataset: the Open Reaction Database (ORD), a public repository of structured organic reaction records. Task: describe an organic reaction: reactants, conditions, products, and yield Starting materials: CN1C=C(C(C2=CC=C(C=C12)C(F)(F)F)=O)S(=O)(=O)Cl (1-Methyl-4-oxo-7-trifluoromethyl-1,4-dihydroquinoline-3-sulphonyl chloride), CNC (dimethylamine). The solvent is industrial methylated spirit. Conditions: time 27 hour. The product is CN1C=C(C(C2=CC=C(C=C12)C(F)(F)F)=O)S(=O)(=O)N(C)C (1,N,N-trimethyl-4-oxo-7-trifluoromethyl-1,4-dihydroquinoline-3-sulphonamide). Reaction SMILES: [CH3:1][N:2]1[C:11]2[C:6](=[CH:7][CH:8]=[C:9]([C:12]([F:15])([F:14])[F:13])[CH:10]=2)[C:5](=[O:16])[C:4]([S:17](Cl)(=[O:19])=[O:18])=[CH:3]1.[CH3:21][NH:22][CH3:23]>>[CH3:1][N:2]1[C:11]2[C:6](=[CH:7][CH:8]=[C:9]([C:12]([F:15])([F:14])[F:13])[CH:10]=2)[C:5](=[O:16])[C:4]([S:17]([N:22]([CH3:23])[CH3:21])(=[O:19])=[O:18])=[CH:3]1. Procedure: 1-Methyl-4-oxo-7-trifluoromethyl-1,4-dihydroquinoline-3-sulphonyl chloride (12.4 g) was added to a stirred solution of dimethylamine in industrial methylated spirit (33% w/w; 230 ml) and the mixture was kept at ambient temperature for 27 hours. The mixture was evaporated to dryness and the residue was recrystallised from industrial methylated spirit using charcoal to give the novel compound 1,N,N-trimethyl-4-oxo-7-trifluoromethyl-1,4-dihydroquinoline-3-sulphonamide, m.p. 221°-223°. Starting materials: COC(C1=CC=C(C=C1)OCCCCCCCCCC)=O (p-decyloxybenzoic acid methyl ester), C[O-].[Na+] (sodium methanolate). The solvent is COCCOCCO (diethylene glycol monomethyl ether). Yields the product COCCOCCOC(C1=CC=C(C=C1)OCCCCCCCCCC)=O (p-decyloxybenzoic acid 2-(2-methoxyethoxy)-ethyl ester). RXN SMILES: [CH3:1][O:2][C:3](=[O:21])[C:4]1[CH:9]=[CH:8][C:7]([O:10][CH2:11][CH2:12][CH2:13][CH2:14][CH2:15][CH2:16][CH2:17][CH2:18][CH2:19][CH3:20])=[CH:6][CH:5]=1.[CH3:22][O-:23].[Na+]>COCCOCCO>[CH3:22][O:23][CH2:4][CH2:3][O:2][CH2:1][CH2:1][O:2][C:3](=[O:21])[C:4]1[CH:9]=[CH:8][C:7]([O:10][CH2:11][CH2:12][CH2:13][CH2:14][CH2:15][CH2:16][CH2:17][CH2:18][CH2:19][CH3:20])=[CH:6][CH:5]=1 |f:1.2|. Procedure details: A mixture of 25 g (0.09 mol) of p-decyloxybenzoic acid methyl ester and 100 ml of diethylene glycol monomethyl ether was heated for 6 hours to 150° C. with a spatula tip of sodium methanolate. After the excess diethylene glycol monomethyl ether had been distilled off, the residue was taken up in methylene chloride, the solution was washed with water, treated with active carbon and concentrated by evaporation. 24.5 g (72%) of slightly contaminated p-decyloxybenzoic acid 2-(2-methoxyethoxy)-ethyl ... Reactants: Cc1cc(Cc2ccc(Br)cc2)oc1C, CN(C)C=O, COc1c(C(C)C)cc(C(=O)O)cc1C(C)C, O=C(Cl)C(=O)Cl, ClCCl, Cl[Sn](Cl)(Cl)Cl. Yields the product COc1c(C(C)C)cc(C(=O)c2c(Cc3ccc(Br)cc3)oc(C)c2C)cc1C(C)C. As a reaction SMILES: [Br:29][c:30]1[cH:31][cH:32][c:33]([CH2:34][c:35]2[o:36][c:37]([CH3:41])[c:38]([CH3:40])[cH:39]2)[cH:42][cH:43]1.[CH3:47][N:48]([CH3:49])[CH:50]=[O:51].[CH:1]([CH3:2])([CH3:3])[c:4]1[cH:5][c:6]([C:7](=[O:8])[OH:9])[cH:10][c:11]([CH:15]([CH3:16])[CH3:17])[c:12]1[O:13][CH3:14].[Cl:18][C:19]([C:20]([Cl:21])=[O:22])=[O:23].[Cl:44][CH2:45][Cl:46].[Sn:24]([Cl:25])([Cl:26])([Cl:27])[Cl:28]>>[CH:1]([CH3:2])([CH3:3])[c:4]1[cH:5][c:6]([C:7](=[O:9])[c:39]2[c:35]([CH2:34][c:33]3[cH:32][cH:31][c:30]([Br:29])[cH:43][cH:42]3)[o:36][c:37]([CH3:41])[c:38]2[CH3:40])[cH:10][c:11]([CH:15]([CH3:16])[CH3:17])[c:12]1[O:13][CH3:14]. Procedure details: Following the procedure described in Example 43, 0.15 g of isomer B of t-butyl α-[6-(1-butoxycarbonyl-3-phenylpropylamino)-2-(2-furyl)-5-oxoperhydro-1,4-thiazepin-4-yl]acetate (obtained as described in Example 59) was de-t-butyrated using trifluoroacetic acid, to afford 95 mg of the title compound as a powder. Reactants: C(CCC)OC(=O)C(CCC1=CC=CC=C1)NC1C(N(CC(SC1)C=1OC=CC1)CC(=O)OC(C)(C)C)=O (t-butyl α-[6-(1-butoxycarbonyl-3-phenylpropylamino)-2-(2-furyl)-5-oxoperhydro-1,4-thiazepin-4-yl]acetate), FC(C(=O)O)(F)F (trifluoroacetic acid). The product is C(CCC)OC(=O)C(CCC1=CC=CC=C1)NC1C(N(CC(SC1)C=1OC=CC1)CC(=O)O)=O (α-[6-(1-Butoxycarbonyl-3-phenylpropylamino)-2-(2-furyl)-5-oxoperhydro-1,4-thiazepin-4-yl]acetic acid). RXN SMILES: [CH2:1]([O:5][C:6]([CH:8]([NH:17][CH:18]1[CH2:24][S:23][CH:22]([C:25]2[O:26][CH:27]=[CH:28][CH:29]=2)[CH2:21][N:20]([CH2:30][C:31]([O:33]C(C)(C)C)=[O:32])[C:19]1=[O:38])[CH2:9][CH2:10][C:11]1[CH:16]=[CH:15][CH:14]=[CH:13][CH:12]=1)=[O:7])[CH2:2][CH2:3][CH3:4].FC(F)(F)C(O)=O>>[CH2:1]([O:5][C:6]([CH:8]([NH:17][CH:18]1[CH2:24][S:23][CH:22]([C:25]2[O:26][CH:27]=[CH:28][CH:29]=2)[CH2:21][N:20]([CH2:30][C:31]([OH:33])=[O:32])[C:19]1=[O:38])[CH2:9][CH2:10][C:11]1[CH:16]=[CH:15][CH:14]=[CH:13][CH:12]=1)=[O:7])[CH2:2][CH2:3][CH3:4]. As a reaction SMILES: O1CCOCC1.Br[C:8]1[C:13]([C:14]([O:16][CH3:17])=[O:15])=[CH:12][C:11]([Cl:18])=[N:10][CH:9]=1.C([Sn](CCCC)(CCCC)[C:24]1[S:25][CH:26]=[CH:27][N:28]=1)CCC>CCOC(C)=O>[Cl:18][C:11]1[CH:12]=[C:13]([C:8]([C:24]2[S:25][CH:26]=[CH:27][N:28]=2)=[CH:9][N:10]=1)[C:14]([O:16][CH3:17])=[O:15]. Run at temperature 65 celsius. Reactants: O1CCOCC1 (1,4-dioxane), BrC1=CN=C(C=C1C(=O)OC)Cl (methyl 5-bromo-2-chloroisonicotinate), C(CCC)[Sn](C=1SC=CN1)(CCCC)CCCC (2-(tributylstannyl)-1,3-thiazole), bis(tri-tertbutylphosphine)palladium(0). Procedure details: To a 100 mL round bottom flask was added bis(tri-tertbutylphosphine)palladium(0) (204 mg, 0.40 mmol, 0.1 equiv). The flask was then flushed with nitrogen and charged with 1,4-dioxane (20 mL), methyl 5-bromo-2-chloroisonicotinate (7-1, 1000 mg, 4.0 mmol, 1 equiv) and 2-(tributylstannyl)-1,3-thiazole (1.5 mL, 4.8 mmol, 1.2 equiv). The reaction mixture was heated for 3 hours at 65° C., diluted with EtOAc (20 mL) and filtered through celite. The filtrate was concentrated and the residue purified by ... Yields the product ClC=1C=C(C(=O)OC)C(=CN1)C=1SC=CN1 (Methyl 2-chloro-5-(1,3-thiazol-2-yl)isonicotinate). Solvent: CCOC(=O)C (EtOAc).